From a dataset of the Open Reaction Database (ORD), a public repository of structured organic reaction records. describe an organic reaction: reactants, conditions, products, and yield The yield is 99.5%. Run in CCOC(=O)C (EtOAc), C(=O)(O)[O-].[Na+] (NaHCO3), C1(=CC=CC=C1)C (toluene), C1(=CC=CC=C1)C (toluene). RXN SMILES: [CH2:1]([O:4][C:5]1([CH3:32])[CH2:10][CH2:9][N:8]([C:11]2[N:16]3[CH:17]=[C:18]([C:20]([O:22][CH2:23][CH3:24])=[O:21])[N:19]=[C:15]3[CH:14]=[C:13]([CH3:25])[C:12]=2[C:26](=[O:31])[C:27]([O:29][CH3:30])=[O:28])[CH2:7][CH2:6]1)[CH:2]=[CH2:3].CB1N2CCC[C@@H]2C(C2C=CC=CC=2)(C2C=CC=CC=2)O1.C1(C)C=CC=CC=1.C(#N)C.C(=O)=O>C1(C)C=CC=CC=1.CCOC(C)=O.C([O-])(O)=O.[Na+]>[CH2:1]([O:4][C:5]1([CH3:32])[CH2:6][CH2:7][N:8]([C:11]2[N:16]3[CH:17]=[C:18]([C:20]([O:22][CH2:23][CH3:24])=[O:21])[N:19]=[C:15]3[CH:14]=[C:13]([CH3:25])[C:12]=2[C@H:26]([OH:31])[C:27]([O:29][CH3:30])=[O:28])[CH2:9][CH2:10]1)[CH:2]=[CH2:3] |f:1.2,3.4,7.8|. Reported procedure: To a stirred yellow solution of ethyl 5-(4-(allyloxy)-4-methylpiperidin-1-yl)-6-(2-methoxy-2-oxoacetyl)-7-methylimidazo[1,2-a]pyridine-2-carboxylate (0.86 g, 1.94 mmol, 1 equiv) in toluene (19 mL) was added (R)-1-methyl-3,3-diphenylhexahydropyrrolo[1,2-c][1,3,2]oxazaborole/toluene (0.54 g, 1.94 mmol, 1 equiv). The reaction was cooled to −40° C. (acetonitrile/dry ice bath) and a solution of 50% catechoborane in toluene (0.93 mL, 3.88 mmol, 2 equiv) was added over 10 min. The reaction mixture was ... Reaction conditions: temperature -15 celsius, time 2 hour. Yields the product C(C=C)OC1(CCN(CC1)C1=C(C(=CC=2N1C=C(N2)C(=O)OCC)C)[C@@H](C(=O)OC)O)C ((S)-Ethyl 5-(4-(allyloxy)-4-methylpiperidin-1-yl)-6-(1-hydroxy-2-methoxy-2-oxoethyl)-7-methylimidazo[1,2-a]pyridine-2-carboxylate). Starting materials: C(C=C)OC1(CCN(CC1)C1=C(C(=CC=2N1C=C(N2)C(=O)OCC)C)C(C(=O)OC)=O)C (ethyl 5-(4-(allyloxy)-4-methylpiperidin-1-yl)-6-(2-methoxy-2-oxoacetyl)-7-methylimidazo[1,2-a]pyridine-2-carboxylate), CB1OC([C@@H]2N1CCC2)(C2=CC=CC=C2)C2=CC=CC=C2.C1(=CC=CC=C1)C ((R)-1-methyl-3,3-diphenylhexahydropyrrolo[1,2-c][1,3,2]oxazaborole toluene), C(C)#N.C(=O)=O (acetonitrile dry ice). The reactants are CCO, CCOC(=O)C(C)C1CCC(c2ccc(NC(=O)C(=O)OC)cc2Cl)CC1, NN, O. Product: CCOC(=O)C(C)C1CCC(c2ccc(NC(=O)C(=O)NN)cc2Cl)CC1. As a reaction SMILES: [CH3:31][CH2:32][OH:33].[Cl:4][c:5]1[c:6]([CH:18]2[CH2:19][CH2:20][CH:21]([CH:24]([C:25](=[O:26])[O:27][CH2:28][CH3:29])[CH3:30])[CH2:22][CH2:23]2)[cH:7][cH:8][c:9]([NH:11][C:12]([C:13](=[O:14])[O:15][CH3:16])=[O:17])[cH:10]1.[NH2:2][NH2:3].[OH2:1]>>[NH:2]([NH2:3])[C:13]([C:12]([NH:11][c:9]1[cH:8][cH:7][c:6]([CH:18]2[CH2:19][CH2:20][CH:21]([CH:24]([C:25](=[O:26])[O:27][CH2:28][CH3:29])[CH3:30])[CH2:22][CH2:23]2)[c:5]([Cl:4])[cH:10]1)=[O:17])=[O:14]. Starting materials: O=P(Cl)(Cl)Cl (POCl3), CN(C)C=O (DMF), COC(=O)C=1C=C2C=CNC2=CC1 (5-methoxycarbonyl-1H-indole), CN(C)C=O (DMF). Run at time 1 hour. Product: C(=O)C1=CNC2=CC=C(C=C12)C(=O)OC (3-Formyl-5-methoxycarbonyl-1H-indole). As a reaction SMILES: O=P(Cl)(Cl)Cl.[CH3:6][O:7][C:8]([C:10]1[CH:11]=[C:12]2[C:16](=[CH:17][CH:18]=1)[NH:15][CH:14]=[CH:13]2)=[O:9].CN([CH:22]=[O:23])C>>[CH:22]([C:13]1[C:12]2[C:16](=[CH:17][CH:18]=[C:10]([C:8]([O:7][CH3:6])=[O:9])[CH:11]=2)[NH:15][CH:14]=1)=[O:23]. Procedure details: Place anhydrous DMF (25 mL) in a flask under an atmosphere of nitrogen, cool to 10° C. and treat dropwise with POCl3 (8.22 g, 54 mmol) while keeping the temperature below 15° C. Add a solution of 5-methoxycarbonyl-1H-indole in 30 mL DMF portionwise keeping the temperature below 20° C. Remove the cooling bath and stir the mixture at ambient temperature for 1 hour then pour onto ice. Addition of 50 mL 5N NaOH precipitated a solid which is filtered and rinsed with water and EtOAc to give the title ... The reactants are BrC1=CN=C(S1)N1C2CN3CC(CC(C1)C3)C2 (4-(5-bromo-1,3-thiazol-2-yl)-1,4-diazatricyclo[4.3.1.13,8]undecane), CC1=CC=C(C=C1)B(O)O (4-methylphenylboronic acid). Product: CC1=CC=C(C=C1)C1=CN=C(S1)N1C2CN3CC(CC(C1)C3)C2 (4-[5-(4-methylphenyl)-1,3-thiazol-2-yl]-1,4-diazatricyclo[4.3.1.13,8]undecane). Reaction SMILES: Br[C:2]1[S:6][C:5]([N:7]2[CH2:15][CH:14]3[CH2:16][N:10]4[CH2:11][CH:12]([CH2:17][CH:8]2[CH2:9]4)[CH2:13]3)=[N:4][CH:3]=1.[CH3:18][C:19]1[CH:24]=[CH:23][C:22](B(O)O)=[CH:21][CH:20]=1>>[CH3:18][C:19]1[CH:24]=[CH:23][C:22]([C:2]2[S:6][C:5]([N:7]3[CH2:15][CH:14]4[CH2:16][N:10]5[CH2:11][CH:12]([CH2:17][CH:8]3[CH2:9]5)[CH2:13]4)=[N:4][CH:3]=2)=[CH:21][CH:20]=1. Procedure: The title compound was prepared from the product of Example 105A and 4-methylphenylboronic acid according to General Method C: LC-MS Method D (ESI+) m/z 326.0 (M+H)+, retention time 1.54 minutes. Reactants: C(C)(C)(C)OC(NC1=NC(=C(C=C1)Br)CC(N(CC)CC)=O)=O ((5-Bromo-6-diethylcarbamoylmethyl-pyridin-2-yl)-carbamic acid tert-butyl ester), C([O-])([O-])=O.[K+].[K+] (potassium carbonate), CB1OB(OB(O1)C)C (trimethylboroxine). Reagents/catalysts: [Pd].C1(=CC=CC=C1)P(C1=CC=CC=C1)C1=CC=CC=C1.C1(=CC=CC=C1)P(C1=CC=CC=C1)C1=CC=CC=C1.C1(=CC=CC=C1)P(C1=CC=CC=C1)C1=CC=CC=C1.C1(=CC=CC=C1)P(C1=CC=CC=C1)C1=CC=CC=C1 (tetrakis(triphenylphosphine) palladium(0)). Solvent: O1CCOCC1 (dioxane). Product: C(C)(C)(C)OC(NC1=NC(=C(C=C1)C)CC(N(CC)CC)=O)=O ((6-diethylcarbamoylmethyl-5-methyl-pyridin-2-yl)-carbamic acid tert-butyl ester). Reaction SMILES: [C:1]([O:5][C:6](=[O:23])[NH:7][C:8]1[CH:13]=[CH:12][C:11](Br)=[C:10]([CH2:15][C:16](=[O:22])[N:17]([CH2:20][CH3:21])[CH2:18][CH3:19])[N:9]=1)([CH3:4])([CH3:3])[CH3:2].[C:24](=O)([O-])[O-].[K+].[K+].CB1OB(C)OB(C)O1>O1CCOCC1.[Pd].C1(P(C2C=CC=CC=2)C2C=CC=CC=2)C=CC=CC=1.C1(P(C2C=CC=CC=2)C2C=CC=CC=2)C=CC=CC=1.C1(P(C2C=CC=CC=2)C2C=CC=CC=2)C=CC=CC=1.C1(P(C2C=CC=CC=2)C2C=CC=CC=2)C=CC=CC=1>[C:1]([O:5][C:6](=[O:23])[NH:7][C:8]1[CH:13]=[CH:12][C:11]([CH3:24])=[C:10]([CH2:15][C:16](=[O:22])[N:17]([CH2:20][CH3:21])[CH2:18][CH3:19])[N:9]=1)([CH3:4])([CH3:3])[CH3:2] |f:1.2.3,6.7.8.9.10|. Procedure: (5-Bromo-6-diethylcarbamoylmethyl-pyridin-2-yl)-carbamic acid tert-butyl ester (0.116 g in dioxane (5 mL) was treated successively at RT with potassium carbonate (0.124 g), tetrakis(triphenylphosphine) palladium(0), 35 mg, and trimethylboroxine (38 mg) and then heated to reflux for 22 h. The mixture was cooled to RT, filtered and the filter cake washed with AcOEt. The filtrate was concentrated in vacuo, the residue purified by flash chromatography (heptane/AcOEt 1:1 to 1:4) to give (6-diethylcar... Reactants: CC(C)NC(OCC)=O (ethyl (1-methylethyl)carbamate), C(Cl)Cl (methylene chloride), S(Cl)Cl (sulfur dichloride). Run in N1=CC=CC=C1 (pyridine), N1=CC=CC=C1 (pyridine). Conditions: temperature 0 celsius, time 1.5 hour. Product: ClSN(C(OCC)=O)C(C)C (Ethyl (chlorosulfenyl)(1-methylethyl)carbamate). Yield: 63.2%. As a reaction SMILES: [CH3:1][CH:2]([NH:4][C:5](=[O:9])[O:6][CH2:7][CH3:8])[CH3:3].C(Cl)Cl.[S:13](Cl)[Cl:14]>N1C=CC=CC=1>[Cl:14][S:13][N:4]([CH:2]([CH3:3])[CH3:1])[C:5](=[O:9])[O:6][CH2:7][CH3:8]. Procedure: To a solution of ethyl (1-methylethyl)carbamate (13.1 g, 0.1 mol) in 100 mlof methylene chloride cooled to 0° C. was added sulfur dichloride (11.3 g, 0.11 mol) in one portion. While maintaining the temperature of the mixture at 0° C., pyridine (8.7 g, 0.11 mol) was added dropwiseover eleven minutes. After complete addition of the pyridine the temperature was allowed to rise to room temperature and stirring was continued for additional 1.5 hours. The mixture was let stand overnight. Methylene chl... Reactants: O1C(CCC1)CCCO (3-(tetrahydrofuran-2-yl)propan-1-ol), ClS(=O)Cl (dichlorosulfoxide), N#N (N2). The product is ClCCCC1OCCC1 (2-(3-chloropropyl)tetrahydrofuran). RXN SMILES: [O:1]1[CH2:5][CH2:4][CH2:3][CH:2]1[CH2:6][CH2:7][CH2:8]O.[Cl:10]S(Cl)=O.N#N>>[Cl:10][CH2:8][CH2:7][CH2:6][CH:2]1[CH2:3][CH2:4][CH2:5][O:1]1. Procedure details: To 3-(tetrahydrofuran-2-yl)propan-1-ol (3.90 g, 30.0 mmol) was added dichlorosulfoxide (15 mL) dropwise under N2 and the mixture was refluxed for 3.5 h. It was then cooled to rt and concentrated in vacuo. To the residue was added water (30 mL) and the resulting mixture was extracted with DCM (30 mL×4). The combined organic layers were washed with brine (40 mL×2), dried over anhydrous Na2SO4 and concentrated in vacuo to give the title compound as yellow liquid, which was used for next step withou... Reactants: CC(=O)O, COc1ccc(C=O)cc1, ClCCl, OCC1CCNCC1, [Na+], [OH-]. Yields the product COc1ccc(CN2CCC(CO)CC2)cc1. RXN SMILES: [CH3:19][C:20](=[O:21])[OH:22].[CH3:9][O:10][c:11]1[cH:12][cH:13][c:14]([CH:15]=[O:16])[cH:17][cH:18]1.[Cl:25][CH2:26][Cl:27].[NH:1]1[CH2:2][CH2:3][CH:4]([CH2:7][OH:8])[CH2:5][CH2:6]1.[Na+:24].[OH-:23]>>[N:1]1([CH2:15][c:14]2[cH:13][cH:12][c:11]([O:10][CH3:9])[cH:18][cH:17]2)[CH2:2][CH2:3][CH:4]([CH2:7][OH:8])[CH2:5][CH2:6]1.